From a dataset of the Open Reaction Database (ORD), a public repository of structured organic reaction records. describe an organic reaction: reactants, conditions, products, and yield Reactants: C(C)(C)(C)N1N=CC2=C(C1=O)C=NN2 (5-t-butyl-1H-pyrazolo-[3,4-d]pyridazin-4(5H)-one), ClC1=CC=C(C(=O)C=2C=C(CBr)C=CC2)C=C1 (3-(4-chlorobenzoyl)benzyl bromide), C([O-])([O-])=O.[K+].[K+] (potassium carbonate). Run in CN(C)C=O (DMF). Run at time 15 hour. The product is C(C)(C)(C)N1N=CC=2C(C1=O)=CN(N2)CC2=CC(=CC=C2)C(C2=CC=C(C=C2)Cl)=O (5-Tert-butyl-2-[3-(4-chlorobenzoyl)benzyl]-2H-pyrazolo [3,4-d]pyridazin-4(5H)-one). Reaction SMILES: [C:1]([N:5]1[C:10](=[O:11])[C:9]2[CH:12]=[N:13][NH:14][C:8]=2[CH:7]=[N:6]1)([CH3:4])([CH3:3])[CH3:2].[Cl:15][C:16]1[CH:31]=[CH:30][C:19]([C:20]([C:22]2[CH:23]=[C:24]([CH:27]=[CH:28][CH:29]=2)[CH2:25]Br)=[O:21])=[CH:18][CH:17]=1.C(=O)([O-])[O-].[K+].[K+]>CN(C=O)C>[C:1]([N:5]1[C:10](=[O:11])[C:9]2=[CH:12][N:13]([CH2:25][C:24]3[CH:27]=[CH:28][CH:29]=[C:22]([C:20](=[O:21])[C:19]4[CH:30]=[CH:31][C:16]([Cl:15])=[CH:17][CH:18]=4)[CH:23]=3)[N:14]=[C:8]2[CH:7]=[N:6]1)([CH3:4])([CH3:2])[CH3:3] |f:2.3.4|. Reported procedure: In DMF (5 ml) was dissolved 5-t-butyl-1H-pyrazolo-[3,4-d]pyridazin-4(5H)-one (288 mg) followed by addition of 3-(4-chlorobenzoyl)benzyl bromide (712 mg) and potassium carbonate (318 mg), and the mixture was stirred at room temperature for 15 hours. This reaction mixture was extracted with ethyl acetate and the organic layer was serially washed with water and saturated aqueous NaCl solution, dried over anhydrous magnesium sulfate, and concentrated. The residue was purified by silica gel column ch... The reactants are O1C=CC=2CN(CCC21)C(CCCCCC2=CC=CC=C2)=O (1-(6,7-dihydro-4H-furo[3,2-c]pyridin-5-yl)-6-phenylhexan-1-one), CNC (dimethylamine), C=O (formaldehyde). The solvent is C(C)(=O)O (acetic acid). Reaction conditions: temperature 100 celsius, time 15 minute. Product: CN(C)CC1=CC=2CN(CCC2O1)C(CCCCCC1=CC=CC=C1)=O (1-(2-dimethylaminomethyl-6,7-dihydro-4H-furo[3,2-c]pyridin-5-yl)-6-phenylhexan-1-one). Reaction SMILES: [O:1]1[C:9]2[CH2:8][CH2:7][N:6]([C:10](=[O:22])[CH2:11][CH2:12][CH2:13][CH2:14][CH2:15][C:16]3[CH:21]=[CH:20][CH:19]=[CH:18][CH:17]=3)[CH2:5][C:4]=2[CH:3]=[CH:2]1.[CH3:23][NH:24][CH3:25].[CH2:26]=O>C(O)(=O)C>[CH3:23][N:24]([CH2:26][C:2]1[O:1][C:9]2[CH2:8][CH2:7][N:6]([C:10](=[O:22])[CH2:11][CH2:12][CH2:13][CH2:14][CH2:15][C:16]3[CH:17]=[CH:18][CH:19]=[CH:20][CH:21]=3)[CH2:5][C:4]=2[CH:3]=1)[CH3:25]. Procedure details: To a solution of 0.403 g (1.355 mmol) of 1-(6,7-dihydro-4H-furo[3,2-c]pyridin-5-yl)-6-phenylhexan-1-one in 20 ml of acetic acid, 0.15 g (1.6 mmol) of 50% aqueous dimethylamine and 0.13 g (1.6 mmol) of 37% aqueous formaldehyde were added, followed by stirring at 100° C. for 15 minutes. After the solvent was distilled off under reduced pressure, the residual solution was alkalified with aqueous sodium hydroxide and extracted with dichloromethane 3 times. The combined organic layer was dried over a... Starting materials: C(C=C)O (Allyl alcohol), CC1=CC=C(C(=S)C2=CC(=CC=3CCOC32)CC(=O)Cl)C=C1 (7-(4-methylthiobenzoyl)-2,3-dihydrobenzofuran-5-ylacetyl chloride). The solvent is C(C)#N (acetonitrile), C(C)N(CC)CC (triethylamine). Conditions: time 12 hour. Yields the product CC1=CC=C(C(=S)C2=CC(=CC=3C=COC32)CC(=O)OCC=C)C=C1 (2-Propen-1-yl 7-(4-methylthiobenzoyl)benzofuran-5-ylacetate). As a reaction SMILES: [CH2:1]([OH:4])[CH:2]=[CH2:3].[CH3:5][C:6]1[CH:26]=[CH:25][C:9]([C:10]([C:12]2[C:20]3[O:19][CH2:18][CH2:17][C:16]=3[CH:15]=[C:14]([CH2:21][C:22](Cl)=[O:23])[CH:13]=2)=[S:11])=[CH:8][CH:7]=1>C(#N)C.C(N(CC)CC)C>[CH3:5][C:6]1[CH:26]=[CH:25][C:9]([C:10]([C:12]2[C:20]3[O:19][CH:18]=[CH:17][C:16]=3[CH:15]=[C:14]([CH2:21][C:22]([O:4][CH2:1][CH:2]=[CH2:3])=[O:23])[CH:13]=2)=[S:11])=[CH:8][CH:7]=1. Procedure details: Allyl alcohol (2.0 ml) was added to a solution of 7-(4-methylthiobenzoyl)-2,3-dihydrobenzofuran-5-ylacetyl chloride (2.0 g) in acetonitrile (100 ml) and triethylamine (2.0 ml). This solution was stirred at room temperature for 12 hours. The solvent was then evaporated to dryness and the residue was taken up in a solution of ethyl acetate/water, washed 3 times with water, the ethyl acetate dried and evaporated to dryness after which the residue was purified by chromatography. Reactants: [Mn](=O)(=O)(=O)[O-].[K+] (potassium permanganate), BrC1=NC=C(C=C1)C (2-bromo-5-picoline), O (water). Run in CCCCCCCC(=O)C(C(=O)CCCCCCC)(C(=O)CCCCCCC)[NH3+].[Cl-] (Aliquat336). Run at temperature 110 celsius. Product: BrC1=NC=C(C(=O)O)C=C1 (6-Bromonicotinic acid), crystals. Isolated yield 44.0%. RXN SMILES: [Br:1][C:2]1[CH:7]=[CH:6][C:5]([CH3:8])=[CH:4][N:3]=1.[Mn]([O-])(=O)(=O)=[O:10].[K+].[OH2:15]>CCCCCCCC(C([NH3+])(C(CCCCCCC)=O)C(CCCCCCC)=O)=O.[Cl-]>[Br:1][C:2]1[CH:7]=[CH:6][C:5]([C:8]([OH:10])=[O:15])=[CH:4][N:3]=1 |f:1.2,4.5|. Procedure details: After dissolving 2-bromo-5-picoline (100 g, 0.291 mol) in 1000 ml of water, Aliquat336 (2 ml) was added, and then potassium permanganate (251 g, 0.797 mol) was gradually added over a period of 1 hour and 30 minutes while stirring at 110° C. This mixture was further stirred for an hour, the reaction mixture was filtered through celite without cooling and washed with water, and the filtrate was concentrated to approximately half volume under reduced pressure. After adding 48% hydrobromic acid (˜30... Procedure: To a solution of 5-[3-(acetyloxy)propylthio]imidazo[1,2-a]pyridine (1.00 g, 3.99 mmoles) in chloroform (25 ml) was added m-chloroperbenzoic acid (1.47 g, 5.96 mmoles) with stirring under ice-cooling and the mixture was further stirred under ice-cooling for 1.5 hours. The reaction mixture was washed in turn with an aqueous 20% sodium bisulfite solution and an aqueous saturated sodium bicarbonate solution and dried. After the solvent was distilled off, the residue was purified by column chromatogr... The product is C(C)(=O)OCCCS(=O)C1=CC=CC=2N1C=CN2 (5-[3-(acetyloxy)propylsulfinyl]imidazo[1,2-a]pyridine). Run in C(Cl)(Cl)Cl (chloroform). Starting materials: C(C)(=O)OCCCSC1=CC=CC=2N1C=CN2 (5-[3-(acetyloxy)propylthio]imidazo[1,2-a]pyridine), ClC1=CC(=CC=C1)C(=O)OO (m-chloroperbenzoic acid). As a reaction SMILES: [C:1]([O:4][CH2:5][CH2:6][CH2:7][S:8][C:9]1[N:14]2[CH:15]=[CH:16][N:17]=[C:13]2[CH:12]=[CH:11][CH:10]=1)(=[O:3])[CH3:2].ClC1C=CC=C(C(OO)=[O:26])C=1>C(Cl)(Cl)Cl>[C:1]([O:4][CH2:5][CH2:6][CH2:7][S:8]([C:9]1[N:14]2[CH:15]=[CH:16][N:17]=[C:13]2[CH:12]=[CH:11][CH:10]=1)=[O:26])(=[O:3])[CH3:2]. Isolated yield 17.9%. The reactants are CO, COC(=O)C=Cc1ccc(-c2nc3c(C)nn(C4CCCCC4)c3c(=O)[nH]2)c(OC)c1, [Na+], [OH-], O. Product: COc1cc(C=CC(=O)O)ccc1-c1nc2c(C)nn(C3CCCCC3)c2c(=O)[nH]1. As a reaction SMILES: [CH3:1][OH:2].[CH:3]1([n:9]2[n:10][c:11]([CH3:33])[c:12]3[n:13][c:14](-[c:19]4[c:20]([O:31][CH3:32])[cH:21][c:22]([CH:25]=[CH:26][C:27](=[O:28])[O:29][CH3:30])[cH:23][cH:24]4)[nH:15][c:16](=[O:18])[c:17]23)[CH2:4][CH2:5][CH2:6][CH2:7][CH2:8]1.[Na+:35].[OH-:34].[OH2:36]>>[CH:3]1([n:9]2[n:10][c:11]([CH3:33])[c:12]3[n:13][c:14](-[c:19]4[c:20]([O:31][CH3:32])[cH:21][c:22]([CH:25]=[CH:26][C:27](=[O:28])[OH:29])[cH:23][cH:24]4)[nH:15][c:16](=[O:18])[c:17]23)[CH2:4][CH2:5][CH2:6][CH2:7][CH2:8]1.